This data is from the Open Reaction Database (ORD), a public repository of structured organic reaction records. The task is: describe an organic reaction: reactants, conditions, products, and yield The reactants are O (water), N1=CNC2=C1C=CC=C2 (Benzimidazole), C([O-])([O-])=O.[K+].[K+] (potassium carbonate), ClCC1=CC2=C(N(C(N(C2=O)C)=O)C(C)C)S1 (6-(chloromethyl)-3-methyl-1-(1-methylethyl)thieno[2,3-d]pyrimidine-2,4(1H,3H)-dione). Run in CN(C=O)C (dimethylformamide). Run at time 2 day. Product: N1(C=NC2=C1C=CC=C2)CC2=CC1=C(N(C(N(C1=O)C)=O)C(C)C)S2 (6-[(1H-Benzimidazol-1-yl)methyl]-3-methyl-1-(1-methylethyl)thieno[2,3-d]pyrimidine-2,4(1H,3H)-dione). The yield is 55.1%. As a reaction SMILES: [N:1]1[C:5]2[CH:6]=[CH:7][CH:8]=[CH:9][C:4]=2[NH:3][CH:2]=1.C(=O)([O-])[O-].[K+].[K+].Cl[CH2:17][C:18]1[S:32][C:21]2[N:22]([CH:29]([CH3:31])[CH3:30])[C:23](=[O:28])[N:24]([CH3:27])[C:25](=[O:26])[C:20]=2[CH:19]=1.O>CN(C)C=O>[N:1]1([CH2:17][C:18]2[S:32][C:21]3[N:22]([CH:29]([CH3:30])[CH3:31])[C:23](=[O:28])[N:24]([CH3:27])[C:25](=[O:26])[C:20]=3[CH:19]=2)[C:5]2[CH:6]=[CH:7][CH:8]=[CH:9][C:4]=2[N:3]=[CH:2]1 |f:1.2.3|. Procedure details: Benzimidazole (0.395 g) and potassium carbonate (1 g) were added to a stirred solution of 6-(chloromethyl)-3-methyl-1-(1-methylethyl)thieno[2,3-d]pyrimidine-2,4(1H,3H)-dione (0.55 g) in anhydrous dimethylformamide (5 ml) at room temperature. After 2 days, water (50 ml) was added and the mixture was extracted with ethyl acetate (2×50 ml). The organic extracts were dried over anhydrous magnesium sulfate and filtered through a silica pad which was washed with ethyl acetate. The filtrate was evapora... As a reaction SMILES: [N:1]1([CH2:10][CH2:11][C:12](=O)[CH3:13])[C:5]2[CH:6]=[CH:7][CH:8]=[CH:9][C:4]=2[N:3]=[CH:2]1.[NH3:15]>[Ni].C(OCC)(=O)C>[NH2:15][CH:12]([CH3:13])[CH2:11][CH2:10][N:1]1[C:5]2[CH:6]=[CH:7][CH:8]=[CH:9][C:4]=2[N:3]=[CH:2]1. Procedure details: Benzimidazole (VIII) (1 mole), condensed with methylvinylketone in slight excess (1-1.1 mole), in the presence of a catalytic amount of Triton B (benzyltrimethylammonium hydroxide), gives 1-[1-benzimidazolyl]-3-oxo butane (IX). This reaction is conducted in a non-polar neutral solvent, such as an aromatic hydrocarbon (for example toluene) or, preferably, ethyl acetate. The ketone (IX) is converted, by known process, into its oxime ((X). The latter, by catalytic hydrogenation, in an alcoholic med... The reagents and catalysts are [Ni] (Raney nickel). The product is NC(CCN1C=NC2=C1C=CC=C2)C (3-amino-1-[1-benzimidazolyl]butane). The solvent is C(C)(=O)OCC (ethyl acetate). The reactants are aromatic hydrocarbon, ( X ), N1(C=NC2=C1C=CC=C2)CCC(C)=O (1-[1-benzimidazolyl]-3-oxo butane), oxime, N (ammonia). The reactants are Cl.N1N=CC=C1C(C)=O (1-(1H-pyrazole-5-yl)ethan-1-one hydrochloride), [H-].[Na+] (sodium hydride), C[Si](CCOCCl)(C)C (2-(trimethylsilyl)ethoxymethyl chloride). Run in C1CCOC1 (THF), C1CCOC1 (THF). Conditions: temperature 0 celsius. The product is C[Si](CCOCN1N=CC=C1C(C)=O)(C)C (1-(1-((2-(trimethylsilyl)ethoxy)methyl)-1H-pyrazol-5-yl)ethanone). Reaction SMILES: [H-].[Na+].Cl.[NH:4]1[C:8]([C:9](=[O:11])[CH3:10])=[CH:7][CH:6]=[N:5]1.[CH3:12][Si:13]([CH3:20])([CH3:19])[CH2:14][CH2:15][O:16][CH2:17]Cl>C1COCC1>[CH3:12][Si:13]([CH3:20])([CH3:19])[CH2:14][CH2:15][O:16][CH2:17][N:4]1[C:8]([C:9](=[O:11])[CH3:10])=[CH:7][CH:6]=[N:5]1 |f:0.1,2.3|. Procedure: To a suspension of sodium hydride (3.07 g, 76.75 mmol) in 100 mL of anhydrous THF cooled to 0° C. under N2 (g) inlet was added 1-(1H-pyrazole-5-yl)ethan-1-one hydrochloride (3.09 g, 21.08 mmol). After warming to rt over 1 h, a solution of 2-(trimethylsilyl)ethoxymethyl chloride (4.5 mL, 25.43 mmol) in 100 mL of anhydrous THF was added to the reaction flask via cannulation. The reaction was quenched with water and extracted with EtOAc after 2 h. The organic phase was collected, dried with sodium ... The reactants are CCOC(=O)C1C(=O)N(C)C(=S)N(C)C1=O, CN(C)C=O, Nc1ccc(Oc2ccc(C(F)(F)F)cn2)cc1, O. The product is CN1C(=O)C(C(=O)Nc2ccc(Oc3ccc(C(F)(F)F)cn3)cc2)C(=O)N(C)C1=S. RXN SMILES: [CH3:1][N:2]1[C:3](=[S:4])[N:5]([CH3:16])[C:6](=[O:7])[CH:8]([C:11]([O:13][CH2:12][CH3:14])=[O:15])[C:9]1=[O:10].[CH3:35][N:36]([CH3:37])[CH:38]=[O:39].[F:17][C:18]([c:19]1[cH:20][cH:21][c:22]([O:25][c:26]2[cH:27][cH:28][c:29]([NH2:30])[cH:31][cH:32]2)[n:23][cH:24]1)([F:33])[F:34].[OH2:40]>>[CH3:1][N:2]1[C:3](=[S:4])[N:5]([CH3:16])[C:6](=[O:7])[CH:8]([C:11](=[O:13])[NH:30][c:29]2[cH:28][cH:27][c:26]([O:25][c:22]3[cH:21][cH:20][c:19]([C:18]([F:17])([F:33])[F:34])[cH:24][n:23]3)[cH:32][cH:31]2)[C:9]1=[O:10]. Reactants: BrC=1C=C(C(=O)OC)C=CC1CN1CCCC1 (methyl 3-bromo-4-[(1-pyrrolidinyl)methyl]benzoate), C[Sn](C)(C)C (tetramethyltin). The reagents and catalysts are C=1C=CC(=CC1)[P](C=2C=CC=CC2)(C=3C=CC=CC3)[Pd]([P](C=4C=CC=CC4)(C=5C=CC=CC5)C=6C=CC=CC6)([P](C=7C=CC=CC7)(C=8C=CC=CC8)C=9C=CC=CC9)[P](C=1C=CC=CC1)(C=1C=CC=CC1)C=1C=CC=CC1 (Pd(PPh3)4). The solvent is C1(=CC=CC=C1)C (toluene). Reaction conditions: temperature 137.5 celsius. The product is CC=1C=C(C(=O)OC)C=CC1CN1CCCC1 (Methyl 3-Methyl-4-[(1-pyrrolidinyl)methyl]benzoate). As a reaction SMILES: Br[C:2]1[CH:3]=[C:4]([CH:9]=[CH:10][C:11]=1[CH2:12][N:13]1[CH2:17][CH2:16][CH2:15][CH2:14]1)[C:5]([O:7][CH3:8])=[O:6].[CH3:18][Sn](C)(C)C>C1(C)C=CC=CC=1.C1C=CC([P]([Pd]([P](C2C=CC=CC=2)(C2C=CC=CC=2)C2C=CC=CC=2)([P](C2C=CC=CC=2)(C2C=CC=CC=2)C2C=CC=CC=2)[P](C2C=CC=CC=2)(C2C=CC=CC=2)C2C=CC=CC=2)(C2C=CC=CC=2)C2C=CC=CC=2)=CC=1>[CH3:18][C:2]1[CH:3]=[C:4]([CH:9]=[CH:10][C:11]=1[CH2:12][N:13]1[CH2:17][CH2:16][CH2:15][CH2:14]1)[C:5]([O:7][CH3:8])=[O:6] |^1:33,35,54,73|. Procedure details: A solution of methyl 3-bromo-4-[(1-pyrrolidinyl)methyl]benzoate (16 g, 53.7 mmol) in 110 mL of toluene was treated with Pd(PPh3)4 (3.1 g, 2.68 mmol) and tetramethyltin (22.3 mL, 161.1 mmol). The resulting mixture was heated at 135-140° C. for 36 hr in a sealed tube. After cooling to ambient temperature, the reaction mixture was filtered through diatomaceous earth and concentrated in vacuo. The crude brown residue was purified by PrepLC (SiO2; 97:2:1 hexanes-THF-TEA) to afford 11.4 g (48.9 mmol; ...